Task: describe an organic reaction: reactants, conditions, products, and yield. Dataset: the Open Reaction Database (ORD), a public repository of structured organic reaction records The product is COC(=O)c1cn(S(=O)(=O)c2ccccc2)c(-c2ccccc2)c1C. Reactants: COC(=O)c1cn(S(=O)(=O)c2ccccc2)c(Br)c1C, COCCOC, [Na+], [Na+], O=C([O-])[O-], OB(O)c1ccccc1, c1ccc(P(c2ccccc2)(c2ccccc2)[Pd](P(c2ccccc2)(c2ccccc2)c2ccccc2)(P(c2ccccc2)(c2ccccc2)c2ccccc2)P(c2ccccc2)(c2ccccc2)c2ccccc2)cc1. As a reaction SMILES: [Br:1][c:2]1[c:3]([CH3:20])[c:4]([C:16](=[O:17])[O:18][CH3:19])[cH:5][n:6]1[S:7](=[O:8])(=[O:9])[c:10]1[cH:11][cH:12][cH:13][cH:14][cH:15]1.[CH3:36][O:37][CH2:38][CH2:39][O:40][CH3:41].[Na+:30].[Na+:31].[O-:32][C:33](=[O:34])[O-:35].[OH:21][B:22]([OH:23])[c:24]1[cH:25][cH:26][cH:27][cH:28][cH:29]1.[cH:42]1[cH:43][cH:44][c:45]([P:46]([Pd:47]([P:48]([c:49]2[cH:50][cH:51][cH:52][cH:53][cH:54]2)([c:55]2[cH:56][cH:57][cH:58][cH:59][cH:60]2)[c:61]2[cH:62][cH:63][cH:64][cH:65][cH:66]2)([P:67]([c:68]2[cH:69][cH:70][cH:71][cH:72][cH:73]2)([c:74]2[cH:75][cH:76][cH:77][cH:78][cH:79]2)[c:80]2[cH:81][cH:82][cH:83][cH:84][cH:85]2)[P:86]([c:87]2[cH:88][cH:89][cH:90][cH:91][cH:92]2)([c:93]2[cH:94][cH:95][cH:96][cH:97][cH:98]2)[c:99]2[cH:100][cH:101][cH:102][cH:103][cH:104]2)([c:105]2[cH:106][cH:107][cH:108][cH:109][cH:110]2)[c:111]2[cH:112][cH:113][cH:114][cH:115][cH:116]2)[cH:117][cH:118]1>>[c:2]1(-[c:24]2[cH:25][cH:26][cH:27][cH:28][cH:29]2)[c:3]([CH3:20])[c:4]([C:16](=[O:17])[O:18][CH3:19])[cH:5][n:6]1[S:7](=[O:8])(=[O:9])[c:10]1[cH:11][cH:12][cH:13][cH:14][cH:15]1. Starting materials: C1OC2(C(C3=CC[C@H]4[C@@H]5CC[C@@H]([C@@]5(C)CC[C@@H]4[C@]3(CC2)C)O)(C)C)OC1 (3,3-ethylenedioxy-4,4-dimethyl-5-androsten-17β-ol), C1CCOC1 (THF), C1CCOC1 (THF). Run at time 24 hour. Product: C1OC2(C([C@@]3(CC[C@H]4[C@@H]5CC[C@@H]([C@@]5(C)CC[C@@H]4[C@]3(CC2)C)O)O)(C)C)OC1 (3,3-ethylenedioxy-4,4-dimethylandrostan-5α,17β-diol). The yield is 23.0%. As a reaction SMILES: [CH2:1]1[CH2:26][O:25][C:3]2([CH2:20][CH2:19][C@@:18]3([CH3:21])[C:5](=[CH:6][CH2:7][C@@H:8]4[C@@H:17]3[CH2:16][CH2:15][C@@:13]3([CH3:14])[C@H:9]4[CH2:10][CH2:11][C@@H:12]3[OH:22])[C:4]2([CH3:24])[CH3:23])[O:2]1.C1C[O:30]CC1>>[CH2:26]1[CH2:1][O:2][C:3]2([CH2:20][CH2:19][C@@:18]3([CH3:21])[C@@:5]([OH:30])([CH2:6][CH2:7][C@@H:8]4[C@@H:17]3[CH2:16][CH2:15][C@@:13]3([CH3:14])[C@H:9]4[CH2:10][CH2:11][C@@H:12]3[OH:22])[C:4]2([CH3:24])[CH3:23])[O:25]1. Reported procedure: To a stirred solution of 3,3-ethylenedioxy-4,4-dimethyl-5-androsten-17β-ol (190 mg) in THF (3.5 ml) at 0° C., under N2, 1M BH3.THF complex in THF (3.3 ml) was added in five portions over 5 days. The reaction mixture was cautiously quenched by dropwise addition of H2O at 0° C. (1.5 ml), followed by 4N NaOH (0.16 ml) and by 30-32 wt. % H2O2 solution in water (0.056 ml). After 24 h, EtOAc and brine were added, the phases were separated and the aqueous phase was extracted with EtOAc. The combined or... Run in O (Water). The reactants are NC1=CC(=NC(=C1F)C1=C(C(=C(C=C1)Cl)OC)F)C(=O)OCC1=CC=CC=C1 (Benzyl 4-amino-5-fluoro-6-(4-chloro-2-fluoro-3-methoxyphenyl)picolinate), CO (CH3OH), C[O-].[Na+] (Sodium methoxide). RXN SMILES: [NH2:1][C:2]1[C:7]([F:8])=[C:6]([C:9]2[CH:14]=[CH:13][C:12]([Cl:15])=[C:11]([O:16][CH3:17])[C:10]=2[F:18])[N:5]=[C:4]([C:19]([O:21][CH2:22]C2C=CC=CC=2)=[O:20])[CH:3]=1.CO.C[O-].[Na+]>O>[NH2:1][C:2]1[C:7]([F:8])=[C:6]([C:9]2[CH:14]=[CH:13][C:12]([Cl:15])=[C:11]([O:16][CH3:17])[C:10]=2[F:18])[N:5]=[C:4]([C:19]([O:21][CH3:22])=[O:20])[CH:3]=1 |f:2.3|. Run at time 24 hour. Procedure details: Benzyl 4-amino-5-fluoro-6-(4-chloro-2-fluoro-3-methoxyphenyl)picolinate (3.00 g, 7.41 mmol) was added to CH3OH (35 mL). Sodium methoxide (25 wt % in CH3OH; 2.0 mL, 8.9 mmol) was added to the reaction mixture and allowed to stir for 24 h. Water (50 mL) was added to the reaction mixture and the mixture was concentrated under reduced pressure to remove most of the CH3OH. The mixture was extracted with EtOAc (2×40 mL), and the combined organic layers were washed with water (40 mL) and satd sodium ch... Product: NC1=CC(=NC(=C1F)C1=C(C(=C(C=C1)Cl)OC)F)C(=O)OC (methyl 4-amino-6-(4-chloro-2-fluoro-3-methoxyphenyl)-5-fluoropicolinate). Reactants: O=C([O-])[O-], CCCc1cc(S)ccc1OCC(=O)OCC, CCOCC, CCCN(CCOS(=O)(=O)c1ccc(C)cc1)S(=O)(=O)c1sc2ccc(Cl)cc2c1C, Cl, [Cs+], [Cs+], CN(C)C=O. Yields the product CCCc1cc(SCCN(CCC)S(=O)(=O)c2sc3ccc(Cl)cc3c2C)ccc1OCC(=O)OCC. Reaction SMILES: [C:49](=[O:50])([O-:51])[O-:52].[CH2:32]([CH3:33])[O:34][C:35]([CH2:36][O:37][c:38]1[c:39]([CH2:45][CH2:46][CH3:47])[cH:40][c:41]([SH:44])[cH:42][cH:43]1)=[O:48].[CH3:60][CH2:61][O:62][CH2:63][CH3:64].[Cl:1][c:2]1[cH:3][c:4]2[c:5]([s:6][c:7]([S:10](=[O:11])(=[O:12])[N:13]([CH2:14][CH2:15][O:16][S:17]([c:18]3[cH:19][cH:20][c:21]([CH3:22])[cH:23][cH:24]3)(=[O:25])=[O:26])[CH2:27][CH2:28][CH3:29])[c:8]2[CH3:9])[cH:30][cH:31]1.[ClH:65].[Cs+:53].[Cs+:54].[O:55]=[CH:56][N:57]([CH3:58])[CH3:59]>>[Cl:1][c:2]1[cH:3][c:4]2[c:5]([s:6][c:7]([S:10](=[O:11])(=[O:12])[N:13]([CH2:14][CH2:15][S:44][c:41]3[cH:40][c:39]([CH2:45][CH2:46][CH3:47])[c:38]([O:37][CH2:36][C:35]([O:34][CH2:32][CH3:33])=[O:48])[cH:43][cH:42]3)[CH2:27][CH2:28][CH3:29])[c:8]2[CH3:9])[cH:30][cH:31]1. Reactants: N1N=CC=C1 (pyrazole), [H-].[Na+] (sodium hydride), ClC=1N=NC(=CC1)Cl (3,6-dichloropyridazine). Run in O (water), C(C)(=O)OCC (ethyl acetate), CN1CCCC1=O (NMP). Reaction conditions: time 15 minute. The product is ClC=1N=NC(=CC1)N1N=CC=C1 (3-chloro-6-(1H-pyrazol-1-yl)pyridazine). Isolated yield 86.2%. Reaction SMILES: [NH:1]1[CH:5]=[CH:4][CH:3]=[N:2]1.[H-].[Na+].[Cl:8][C:9]1[N:10]=[N:11][C:12](Cl)=[CH:13][CH:14]=1>CN1C(=O)CCC1.O.C(OCC)(=O)C>[Cl:8][C:9]1[N:10]=[N:11][C:12]([N:1]2[CH:5]=[CH:4][CH:3]=[N:2]2)=[CH:13][CH:14]=1 |f:1.2|. Procedure details: To a solution of pyrazole (3.69 g, 25 mmol, 1.0 equiv) in NMP (25 mL) was added sodium hydride (60% dispersion in mineral oil, 1.5 g, 38 mmol, 1.5 equiv). The mixture was stirred for 15 min, followed by the addition of 3,6-dichloropyridazine (3.02 g, 25 mmol, 1.0 equiv). The reaction mixture was stirred for 1.5 h and then diluted with water (50 mL) and ethyl acetate (100 mL). After transferring to a separatory funnel and shaking, the organic layer was separated from the aqueous layer and then wa... The reactants are Cl.OC1CNCCC1 (3-hydroxypiperidine hydrochloride), [OH-].[Na+] (NaOH), C(OC(C)(C)C)(OC(C)(C)C)=O (dit-butyl carbonate). Run in C(C)(=O)OCC (ethyl acetate), O1CCOCC1 (dioxane), O (water), O1CCOCC1 (dioxane). Run at temperature 25 celsius, time 1 hour. Yields the product C(C)(C)(C)OC(=O)N1CC(CCC1)O (N-t-butoxycarbonyl-3-hydroxypiperidine). The yield is 88.6%. RXN SMILES: Cl.[OH:2][CH:3]1[CH2:8][CH2:7][CH2:6][NH:5][CH2:4]1.[OH-].[Na+].[C:11](=O)([O:17]C(C)(C)C)[O:12][C:13]([CH3:16])([CH3:15])[CH3:14]>O1CCOCC1.O.C(OCC)(=O)C>[C:13]([O:12][C:11]([N:5]1[CH2:6][CH2:7][CH2:8][CH:3]([OH:2])[CH2:4]1)=[O:17])([CH3:16])([CH3:15])[CH3:14] |f:0.1,2.3|. Procedure: To a solution of 3-hydroxypiperidine hydrochloride (827 mg, 6 mmol) in dioxane (12 ml) and water (6 ml) cooled to 0° C. is added 1 N NaOH (12 ml, 12 mmol) and dit-butyl carbonate (827 mg, 6 mmol) in dioxane (35 ml) and the reaction mixture is stirred at 25° C. for 1 hr. The reaction mixture is diluted with ethyl acetate, washed with aqueous sodium bicarbonate, 1 N KHSO4, water and brine, dried over sodium sulfate and concentrated in vacuo. The crude product is purified by flash chromatography (s...